Dataset: the Open Reaction Database (ORD), a public repository of structured organic reaction records. Task: describe an organic reaction: reactants, conditions, products, and yield Reactants: c1(ccccc1)CN=[N+]=[N-], N1(CCc2c(C1=O)c(c(cc2)C#CC)Cl)Cc1c(nc(cc1C)C)OCc1ccccc1. The reagents and catalysts are c1ccc(cc1)-c2c3ccccc3cc4ccccc24 (9-Phenylanthracene), Ru(Cp*)4. The solvent is CC1=CC=CC=C1 (Toluene). Reaction conditions: time nan hour. Yields the product Cc1cc(C)c(CN2CCc3ccc(c(Cl)c3C2=O)c4nnn(Cc5ccccc5)c4C)c(OCc6ccccc6)n1. As a reaction SMILES: [CH3:1][C:2]#[C:3][c:4]1[c:31]([Cl:32])[c:30]([c:7]2[cH:6][cH:5]1)[C:28](=[O:29])[N:10]([CH2:11][c:12]3[c:19]([O:20][CH2:21][c:22]4[cH:27][cH:26][cH:25][cH:24][cH:23]4)[n:18][c:16]([CH3:17])[cH:15][c:13]3[CH3:14])[CH2:9][CH2:8]2.[N-:33]=[N+:34]=[N:35][CH2:36][c:37]1[cH:42][cH:41][cH:40][cH:39][cH:38]1>>[CH3:17][c:16]1[n:18][c:19]([O:20][CH2:21][c:22]2[cH:27][cH:26][cH:25][cH:24][cH:23]2)[c:12]([CH2:11][N:10]3[C:28](=[O:29])[c:30]([c:7]4[CH2:8][CH2:9]3)[c:31]([Cl:32])[c:4]([c:3]5[c:2]([CH3:1])[n:35]([CH2:36][c:37]6[cH:42][cH:41][cH:40][cH:39][cH:38]6)[n:34][n:33]5)[cH:5][cH:6]4)[c:13]([CH3:14])[cH:15]1. Reactants: C1CCC2=NCCCN2CC1, CC#N, O=C(O)c1cn(C2CC2)c2c(F)c(F)c(F)cc2c1=O, NCC1CCC2CNCC12. Product: NCC1CCC2CN(c3c(F)cc4c(=O)c(C(=O)O)cn(C5CC5)c4c3F)CC12. As a reaction SMILES: [CH2:31]1[CH2:32][CH2:33][C:34]2=[N:39][CH2:38][CH2:37][CH2:36][N:35]2[CH2:40][CH2:41]1.[CH3:42][C:43]#[N:44].[CH:1]1([n:4]2[cH:5][c:6]([C:18](=[O:19])[OH:20])[c:7](=[O:17])[c:8]3[cH:9][c:10]([F:16])[c:11]([F:15])[c:12]([F:14])[c:13]23)[CH2:2][CH2:3]1.[NH2:21][CH2:22][CH:23]1[CH:24]2[CH2:25][NH:26][CH2:27][CH:28]2[CH2:29][CH2:30]1>>[CH:1]1([n:4]2[cH:5][c:6]([C:18](=[O:19])[OH:20])[c:7](=[O:17])[c:8]3[cH:9][c:10]([F:16])[c:11]([N:26]4[CH2:25][CH:24]5[CH:23]([CH2:22][NH2:21])[CH2:30][CH2:29][CH:28]5[CH2:27]4)[c:12]([F:14])[c:13]23)[CH2:2][CH2:3]1. Starting materials: ClCC1CO1, OCc1cc(O)c2cc[nH]c2c1. The product is OCc1cc(OCC2CO2)c2cc[nH]c2c1. Reaction SMILES: [Cl:13][CH2:14][CH:15]1[CH2:16][O:17]1.[OH:1][c:2]1[c:3]2[cH:4][cH:5][nH:6][c:7]2[cH:8][c:9]([CH2:11][OH:12])[cH:10]1>>[O:1]([c:2]1[c:3]2[cH:4][cH:5][nH:6][c:7]2[cH:8][c:9]([CH2:11][OH:12])[cH:10]1)[CH2:14][CH:15]1[CH2:16][O:17]1. The reactants are CC(=O)O, CCO, [Na+], CCCCC1(CC)CN(c2ccccc2)c2cc(Br)c(OCC(=O)OCC)cc2S(=O)(=O)C1, [OH-]. Yields the product CCCCC1(CC)CN(c2ccccc2)c2cc(Br)c(OCC(=O)O)cc2S(=O)(=O)C1. As a reaction SMILES: [CH3:36][C:37](=[O:38])[OH:39].[CH3:40][CH2:41][OH:42].[Na+:35].[O:1]=[S:2]1(=[O:33])[CH2:3][C:4]([CH2:27][CH3:28])([CH2:29][CH2:30][CH2:31][CH3:32])[CH2:5][N:6]([c:21]2[cH:22][cH:23][cH:24][cH:25][cH:26]2)[c:7]2[c:8]1[cH:9][c:10]([O:14][CH2:15][C:16](=[O:17])[O:18][CH2:19][CH3:20])[c:11]([Br:13])[cH:12]2.[OH-:34]>>[O:1]=[S:2]1(=[O:33])[CH2:3][C:4]([CH2:27][CH3:28])([CH2:29][CH2:30][CH2:31][CH3:32])[CH2:5][N:6]([c:21]2[cH:22][cH:23][cH:24][cH:25][cH:26]2)[c:7]2[c:8]1[cH:9][c:10]([O:14][CH2:15][C:16](=[O:17])[OH:18])[c:11]([Br:13])[cH:12]2. Starting materials: CC(=O)[O-], CCO, NO, [Na+], O=CC1CCOCC1, O. The product is ON=CC1CCOCC1. RXN SMILES: [CH3:12][C:13](=[O:14])[O-:15].[CH3:16][CH2:17][OH:18].[NH2:9][OH:10].[Na+:11].[O:1]1[CH2:2][CH2:3][CH:4]([CH:7]=[O:8])[CH2:5][CH2:6]1.[OH2:19]>>[O:1]1[CH2:2][CH2:3][CH:4]([CH:7]=[N:9][OH:10])[CH2:5][CH2:6]1.